This data is from the Open Reaction Database (ORD), a public repository of structured organic reaction records. The task is: describe an organic reaction: reactants, conditions, products, and yield Reactants: C(C)OC(CC1=CC(=C(C=C1)OC)OC1=C(C=C(C=C1)Br)CNCC1=CC=CC=C1)=O ({3-[2-(benzylamino-methyl)-4-bromo-phenoxy]-4-methoxy-phenyl}-acetic acid ethyl ester), C(C)(=O)Cl (acetyl chloride). Product: C(C)OC(CC1=CC(=C(C=C1)OC)OC1=C(C=C(C=C1)Br)CN(CC1=CC=CC=C1)C(C)=O)=O ((3-{2-[(Acetyl-benzyl-amino)-methyl]-4-bromo-phenoxy}-4-methoxy-phenyl)-acetic acid ethyl ester). As a reaction SMILES: [CH2:1]([O:3][C:4](=[O:31])[CH2:5][C:6]1[CH:11]=[CH:10][C:9]([O:12][CH3:13])=[C:8]([O:14][C:15]2[CH:20]=[CH:19][C:18]([Br:21])=[CH:17][C:16]=2[CH2:22][NH:23][CH2:24][C:25]2[CH:30]=[CH:29][CH:28]=[CH:27][CH:26]=2)[CH:7]=1)[CH3:2].[C:32](Cl)(=[O:34])[CH3:33]>>[CH2:1]([O:3][C:4](=[O:31])[CH2:5][C:6]1[CH:11]=[CH:10][C:9]([O:12][CH3:13])=[C:8]([O:14][C:15]2[CH:20]=[CH:19][C:18]([Br:21])=[CH:17][C:16]=2[CH2:22][N:23]([C:32](=[O:34])[CH3:33])[CH2:24][C:25]2[CH:26]=[CH:27][CH:28]=[CH:29][CH:30]=2)[CH:7]=1)[CH3:2]. Reported procedure: Prepared according to the procedure described in Example 3, Step 3, using the following starting materials: {3-[2-(benzylamino-methyl)-4-bromo-phenoxy]-4-methoxy-phenyl}-acetic acid ethyl ester and acetyl chloride. As a reaction SMILES: [Al+3:2].[CH2:26]1[O:27][CH2:28][CH2:29][CH2:30]1.[Cl:7][c:8]1[cH:9][cH:10][c:11](-[c:14]2[c:15]([C:19](=[O:20])[O:21][CH3:22])[n:16][cH:17][o:18]2)[cH:12][cH:13]1.[H-:1].[H-:4].[H-:5].[H-:6].[Li+:3].[Na+:25].[OH-:24].[OH2:23]>>[Cl:7][c:8]1[cH:9][cH:10][c:11](-[c:14]2[c:15]([CH2:19][OH:20])[n:16][cH:17][o:18]2)[cH:12][cH:13]1. The product is OCc1ncoc1-c1ccc(Cl)cc1. Starting materials: [Al+3], C1CCOC1, COC(=O)c1ncoc1-c1ccc(Cl)cc1, [H-], [H-], [H-], [H-], [Li+], [Na+], [OH-], O. Reactants: COCOC1=CC=C(C=C1)C(CC1=CC(=CC=C1)O[Si](C(C)C)(C(C)C)C(C)C)=O (4′-methoxymethyloxy-2-(3-triisopropylsilyloxy-phenyl)-acetophenone), solid. Solvent: ClCCl (dichloromethane). Conditions: time 4 hour. Product: OC1=CC=C(C=C1)C(CC1=CC(=CC=C1)O[Si](C(C)C)(C(C)C)C(C)C)=O (4′-hydroxy-2-(3-triisopropylsilyloxy-phenyl)-acetophenone). As a reaction SMILES: COC[O:4][C:5]1[CH:10]=[CH:9][C:8]([C:11](=[O:30])[CH2:12][C:13]2[CH:18]=[CH:17][CH:16]=[C:15]([O:19][Si:20]([CH:27]([CH3:29])[CH3:28])([CH:24]([CH3:26])[CH3:25])[CH:21]([CH3:23])[CH3:22])[CH:14]=2)=[CH:7][CH:6]=1>ClCCl>[OH:4][C:5]1[CH:10]=[CH:9][C:8]([C:11](=[O:30])[CH2:12][C:13]2[CH:18]=[CH:17][CH:16]=[C:15]([O:19][Si:20]([CH:24]([CH3:26])[CH3:25])([CH:27]([CH3:29])[CH3:28])[CH:21]([CH3:23])[CH3:22])[CH:14]=2)=[CH:7][CH:6]=1. Reported procedure: To a stirred solution of 40.7 g (0.095 mol) of 4′-methoxymethyloxy-2-(3-triisopropylsilyloxy-phenyl)-acetophenone (5c), from Example 5, in 400 mL of dichloromethane at 0° C. was added all at once 37.5 g (0.099 mol) of solid trimethylammoniumphenyl perbromide. The ice-water bath was removed and the reaction mixture was stirred further for 4 h under an inert atmosphere of nitrogen. The reaction mixture was partitioned between ethyl acetate, ice, brine, 5% aqueous sodium thiosulfate, and saturated ... Starting materials: O=C([O-])O, CCOC(=O)C(=Cc1ccccc1)C(=O)c1cccc(C)c1, CS(=O)(=O)O, ClCCl, [Na+]. Yields the product CCOC(=O)C1=C(c2ccccc2)c2ccc(C)cc2C1=O. Reaction SMILES: [C:28](=[O:29])([OH:30])[O-:31].[CH2:1]([CH3:2])[O:3][C:4]([C:5](=[CH:6][c:7]1[cH:8][cH:9][cH:10][cH:11][cH:12]1)[C:13]([c:14]1[cH:15][c:16]([CH3:20])[cH:17][cH:18][cH:19]1)=[O:21])=[O:22].[CH3:23][S:24](=[O:25])(=[O:26])[OH:27].[Cl:33][CH2:34][Cl:35].[Na+:32]>>[CH2:1]([CH3:2])[O:3][C:4]([C:5]1=[C:6]([c:7]2[cH:8][cH:9][cH:10][cH:11][cH:12]2)[c:19]2[c:14]([cH:15][c:16]([CH3:20])[cH:17][cH:18]2)[C:13]1=[O:21])=[O:22]. Starting materials: CI (Methyl iodide), S(=S)(=O)([O-])[O-].[Na+].[Na+] (sodium thiosulfate), ClC=1C2=C(N=CN1)NC=C2 (4-chloro-7H-pyrrolo[2,3-d]pyrimidine), [OH-].[K+] (potassium hydroxide), CN(C)C=O (DMF), II (iodine). Conditions: time 1 hour. The product is ClC=1C2=C(N=CN1)N(C=C2I)C (4-Chloro-5-iodo-7-methyl-7H-pyrrolo[2,3-d]pyrimidine). Reaction SMILES: [Cl:1][C:2]1[C:3]2C=CN[C:4]=2[N:5]=[CH:6][N:7]=1.[OH-].[K+].[I:13]I.CI.S([O-])([O-])(=O)=S.[Na+].[Na+].[CH3:24][N:25]([CH:27]=O)[CH3:26]>>[Cl:1][C:2]1[C:3]2[C:4]([I:13])=[CH:27][N:25]([CH3:26])[C:24]=2[N:5]=[CH:6][N:7]=1 |f:1.2,5.6.7|. Procedure: To a stirred solution of 4-chloro-7H-pyrrolo[2,3-d]pyrimidine (2 g, 13.0 mmol) in anhydrous DMF (40 ml) was added potassium hydroxide (2.19 g, 39.1 mmol) followed by iodine (3.64 g, 14.3 mmol). The mixture was stirred for 1 h. Methyl iodide (0.814 ml, 13.0 mmol) was added and the mixture stirred for a further 1 h. The mixture was poured into 20% w/w sodium thiosulfate solution (400 ml). The formed solid was collected by filtration and dried under vacuum to afford the title compound which was use... Starting materials: C(C)(C)(C)OC(NC1=C(C=C(C=C1)OC(F)(F)F)NC(CC(C1=CC(=CC=C1)C1=NC=CC=C1)=O)=O)=O ({2-[3-oxo-3-(3-pyridin-2-yl-phenyl)-propionylamino]-4-trifluoromethoxy-phenyl}-carbamic acid tert-butyl ester), C(=O)(C(F)(F)F)O (TFA). The solvent is C(Cl)Cl (CH2Cl2). Yields the product C1(=CC=CC=C1)C1=NC=CC=C1.CC1=NC2=C(NC(C1)=O)C=C(C=C2)OC(F)(F)F (4-Methyl-8-trifluoromethoxy-1,3-dihydro-benzo[b][1,4]diazepin-2-one; Compound with 2-phenyl-pyridine), solid. Yield: 70.0%. Reaction SMILES: C(OC(=O)[NH:7][C:8]1[CH:13]=[CH:12][C:11]([O:14][C:15]([F:18])([F:17])[F:16])=[CH:10][C:9]=1[NH:19][C:20](=[O:36])[CH2:21][C:22](=O)[C:23]1[CH:28]=[CH:27][CH:26]=[C:25]([C:29]2[CH:34]=[CH:33][CH:32]=[CH:31][N:30]=2)[CH:24]=1)(C)(C)C.C(O)(C(F)(F)F)=O>C(Cl)Cl>[C:25]1([C:29]2[CH:34]=[CH:33][CH:32]=[CH:31][N:30]=2)[CH:24]=[CH:23][CH:28]=[CH:27][CH:26]=1.[CH3:23][C:22]1[CH2:21][C:20](=[O:36])[NH:19][C:9]2[CH:10]=[C:11]([O:14][C:15]([F:18])([F:17])[F:16])[CH:12]=[CH:13][C:8]=2[N:7]=1 |f:3.4|. Procedure details: The title compound was prepared from {2-[3-oxo-3-(3-pyridin-2-yl-phenyl)-propionylamino]-4-trifluoromethoxy-phenyl}-carbamic acid tert-butyl ester (Example M186) (255 mg, 0.495 mmol) by treatment with TFA in CH2Cl2 according to the general procedure N. Obtained as a light yellow solid (137 mg, 70%).